From a dataset of the Open Reaction Database (ORD), a public repository of structured organic reaction records. describe an organic reaction: reactants, conditions, products, and yield Reactants: C(C1=CC=CC=C1)OC(=O)N1CCC(CC1)C(=O)O (1-(benzyloxycarbonyl)piperidine-4-carboxylic acid), S(=O)(Cl)Cl (thionyl chloride). Solvent: ClCCl (dichloromethane). Reaction conditions: time 8 hour. Product: C(C1=CC=CC=C1)OC(=O)N1CCC(CC1)C(=O)Cl (benzyl-4-(chlorocarbonyl)piperidine-1-carboxylate). RXN SMILES: [CH2:1]([O:8][C:9]([N:11]1[CH2:16][CH2:15][CH:14]([C:17]([OH:19])=O)[CH2:13][CH2:12]1)=[O:10])[C:2]1[CH:7]=[CH:6][CH:5]=[CH:4][CH:3]=1.S(Cl)([Cl:22])=O>ClCCl>[CH2:1]([O:8][C:9]([N:11]1[CH2:16][CH2:15][CH:14]([C:17]([Cl:22])=[O:19])[CH2:13][CH2:12]1)=[O:10])[C:2]1[CH:7]=[CH:6][CH:5]=[CH:4][CH:3]=1. Reported procedure: To the solution of piperidine-4-carboxylic acid (1.3 g, 10 mmol) of water (20 ml) was added sodium hydroxide (1.6 g, 40 mmol). Then benzyloxycarbonyl chloride (2.02 g, 12 mmol) was added dropwise at 0° C. The mixture was stirred at 0° C. for 2 h. The resulting mixture was treated with 5N hydrochloric acid to pH=6 and extracted with ethyl acetate, the solvent was removed under reduced pressure and dried in vacuum. 2.2 g of crude 1-(benzyloxycarbonyl)piperidine-4-carboxylic acid was obtained. To a... Reactants: CCOC(=O)C1CN(S(=O)(=O)c2ccc3cc(Cl)ccc3c2)CCN1C(=O)C1CCC(NC(=O)OC(C)(C)C)CC1, CCO, [Na+], [OH-]. Yields the product CC(C)(C)OC(=O)NC1CCC(C(=O)N2CCN(S(=O)(=O)c3ccc4cc(Cl)ccc4c3)CC2C(=O)O)CC1. RXN SMILES: [C:1]([CH3:2])([CH3:3])([CH3:4])[O:5][C:6](=[O:7])[NH:8][CH:9]1[CH2:10][CH2:11][CH:12]([C:15](=[O:16])[N:17]2[CH:18]([C:37](=[O:38])[O:39][CH2:40][CH3:41])[CH2:19][N:20]([S:23](=[O:24])(=[O:25])[c:26]3[cH:27][c:28]4[cH:29][cH:30][c:31]([Cl:36])[cH:32][c:33]4[cH:34][cH:35]3)[CH2:21][CH2:22]2)[CH2:13][CH2:14]1.[CH3:44][CH2:45][OH:46].[Na+:43].[OH-:42]>>[C:1]([CH3:2])([CH3:3])([CH3:4])[O:5][C:6](=[O:7])[NH:8][CH:9]1[CH2:10][CH2:11][CH:12]([C:15](=[O:16])[N:17]2[CH:18]([C:37](=[O:38])[OH:39])[CH2:19][N:20]([S:23](=[O:24])(=[O:25])[c:26]3[cH:27][c:28]4[cH:29][cH:30][c:31]([Cl:36])[cH:32][c:33]4[cH:34][cH:35]3)[CH2:21][CH2:22]2)[CH2:13][CH2:14]1. Reactants: C(C(=O)Cl)(=O)Cl (oxalylchloride), CS(=O)C (DMSO), ClC1=CC=C(C(=O)NCC=2SC(=CC2)S(=O)(=O)N2C[C@@H](CC2)O)C=C1 (4-chloro-N-[(5-{[(3R)-3-hydroxypyrrolidin-1-yl]sulfonyl}thien-2-yl)methyl]benzamide), CCN(C(C)C)C(C)C (DIEA). The solvent is C(Cl)Cl (CH2Cl2), C(Cl)Cl (CH2Cl2). Yields the product ClC1=CC=C(C(=O)NCC=2SC(=CC2)S(=O)(=O)N2CC(CC2)=O)C=C1 (4-chloro-N-({5-[(3-oxopyrrolidin-1-yl)sulfonyl]thien-2-yl}methyl)benzamide). The yield is 80.2%. RXN SMILES: C(Cl)(=O)C(Cl)=O.CS(C)=O.[Cl:11][C:12]1[CH:35]=[CH:34][C:15]([C:16]([NH:18][CH2:19][C:20]2[S:21][C:22]([S:25]([N:28]3[CH2:32][CH2:31][C@@H:30]([OH:33])[CH2:29]3)(=[O:27])=[O:26])=[CH:23][CH:24]=2)=[O:17])=[CH:14][CH:13]=1.CCN(C(C)C)C(C)C>C(Cl)Cl>[Cl:11][C:12]1[CH:13]=[CH:14][C:15]([C:16]([NH:18][CH2:19][C:20]2[S:21][C:22]([S:25]([N:28]3[CH2:32][CH2:31][C:30](=[O:33])[CH2:29]3)(=[O:26])=[O:27])=[CH:23][CH:24]=2)=[O:17])=[CH:34][CH:35]=1. Procedure details: At −80° C. oxalylchloride (36 mg, 0.28 mmol) was dissolved in dry CH2Cl2, while DMSO (50 ul, 0.6 mmol) were added slowly. The solution was stirred under Ar. For 15′. 351a (100 mg, 0.25 mmol) was dissolved in 2 ml CH2Cl2, and this solution was added dropwise to the above reaction mixture at −80° C. The reaction was stirred for 15′ at low temperature, before DIEA (0.21 ml, 1.25 mmol) was added. The reaction was stirred at −80° C. for 30′ and allowed to warm to it during 2 h. A white solid was form...